From a dataset of the Open Reaction Database (ORD), a public repository of structured organic reaction records. describe an organic reaction: reactants, conditions, products, and yield Starting materials: CCOC(=O)c1cnc(S(C)(=O)=O)nc1, COCCOC, Clc1ccc2c(c1)C(N1CCNCC1)=Nc1ccccc1O2, O. Product: CCOC(=O)c1cnc(N2CCN(C3=Nc4ccccc4Oc4ccc(Cl)cc43)CC2)nc1. Reaction SMILES: [CH3:23][S:24](=[O:25])(=[O:26])[c:27]1[n:28][cH:29][c:30]([C:33](=[O:34])[O:35][CH2:36][CH3:37])[cH:31][n:32]1.[CH3:38][O:39][CH2:40][CH2:41][O:42][CH3:43].[Cl:1][c:2]1[cH:3][cH:4][c:5]2[c:6]([cH:22]1)[C:7]([N:16]1[CH2:17][CH2:18][NH:19][CH2:20][CH2:21]1)=[N:8][c:9]1[c:10]([cH:12][cH:13][cH:14][cH:15]1)[O:11]2.[OH2:44]>>[Cl:1][c:2]1[cH:3][cH:4][c:5]2[c:6]([cH:22]1)[C:7]([N:16]1[CH2:17][CH2:18][N:19]([c:27]3[n:28][cH:29][c:30]([C:33](=[O:34])[O:35][CH2:36][CH3:37])[cH:31][n:32]3)[CH2:20][CH2:21]1)=[N:8][c:9]1[c:10]([cH:12][cH:13][cH:14][cH:15]1)[O:11]2. The reactants are C(C)(=O)OC(C)=O (acetic anhydride), ClC(C(=O)N)C1=CC=CC=C1 (2-chloro-2-phenyl acetamide). Reagents/catalysts: S(O)(O)(=O)=O (sulfuric acid). Solvent: O (water). Product: C(C)(=O)NC(C(C1=CC=CC=C1)Cl)=O (N-acetyl-2-chloro-2-phenylacetamide). As a reaction SMILES: [C:1](OC(=O)C)(=[O:3])[CH3:2].[Cl:8][CH:9]([C:13]1[CH:18]=[CH:17][CH:16]=[CH:15][CH:14]=1)[C:10]([NH2:12])=[O:11]>S(=O)(=O)(O)O.O>[C:1]([NH:12][C:10](=[O:11])[CH:9]([Cl:8])[C:13]1[CH:18]=[CH:17][CH:16]=[CH:15][CH:14]=1)(=[O:3])[CH3:2]. Procedure details: To a solution of one drop of concentrated sulfuric acid in 5 ml. of acetic anhydride was added 2 g. of the amide of Step A above, and the reaction mixture was heated on a steam bath for 1.5 hours. The resulting yellow solution was stirred with ice and water and 2.1 g. of precipitate was soon collected. The precipitate was dissolved in about 15 ml. of dichloromethane, after which petroleum ether was carefully added to near the cloud point. Short white needles of precipitate formed to give a yield... The reactants are BrC1=C(C(=O)O)C=CC=C1OC (2-bromo-3-methoxybenzoic acid), S(O)(O)(=O)=O (sulfuric acid), CO (methanol). Yields the product BrC1=C(C(=O)OC)C=CC=C1OC (methyl 2-bromo-3-methoxybenzoate). Isolated yield 80.0%. RXN SMILES: [Br:1][C:2]1[C:10]([O:11][CH3:12])=[CH:9][CH:8]=[CH:7][C:3]=1[C:4]([OH:6])=[O:5].S(=O)(=O)(O)O.[CH3:18]O>>[Br:1][C:2]1[C:10]([O:11][CH3:12])=[CH:9][CH:8]=[CH:7][C:3]=1[C:4]([O:6][CH3:18])=[O:5]. Procedure details: To a solution of 2-bromo-3-methoxybenzoic acid (718 mg, 3.11 mmol) in methanol (20 mL) was added a catalytic amount of concentrated sulfuric acid and the mixture was brought to reflux for 20 h. On cooling to room temperature, the solution was concentrated and the residue was taken into ethyl acetate and washed with water, saturated aqueous sodium bicarbonate (2×) and brine then dried over sodium sulfate. The solution was then filtered and concentrated to give methyl 2-bromo-3-methoxybenzoate (61... The reactants are O[Li].O (LiOH.H2O), COC(C(C(=O)NC1=CC=C(C=C1)C1=CC=CC=C1)F)=O (N-biphenyl-4-yl-2-fluoro-malonamic acid methyl ester), C1CCOC1 (THF), O (H2O). Run in CO (methanol). Run at time 2 hour. Product: C1(=CC=C(C=C1)NC(C(C(=O)O)F)=O)C1=CC=CC=C1 (N-biphenyl-4-yl-2-fluoro-malonamic acid). The yield is 32.8%. RXN SMILES: O[Li].O.C[O:5][C:6](=[O:24])[CH:7]([F:23])[C:8]([NH:10][C:11]1[CH:16]=[CH:15][C:14]([C:17]2[CH:22]=[CH:21][CH:20]=[CH:19][CH:18]=2)=[CH:13][CH:12]=1)=[O:9].C1COCC1.O>CO>[C:14]1([C:17]2[CH:18]=[CH:19][CH:20]=[CH:21][CH:22]=2)[CH:13]=[CH:12][C:11]([NH:10][C:8](=[O:9])[CH:7]([F:23])[C:6]([OH:24])=[O:5])=[CH:16][CH:15]=1 |f:0.1|. Procedure: LiOH.H2O (25 mg, 0.59 mmol) was added to a solution of N-biphenyl-4-yl-2-fluoro-malonamic acid methyl ester (114 mg, 0.39 mmol) in a mixture of methanol (0.5 mL), THF (1 mL) and H2O (0.3 mL). The resulting mixture was stirred for 2 hours at ambient temperature then concentrated. The resulting residue was diluted with water, acidified with conc. HCl. The resulting precipitate was isolated by filtration and dried to afford 35 mg (32%) of N-biphenyl-4-yl-2-fluoro-malonamic acid The reactants are NC1C2=C(OC(C1O)(C)C)C=CS2 (7-amino-5,6-dihydro-6-hydroxy-5,5-dimethyl -7H-thieno[3,2-b]pyran), C(C1=CC=CC=C1)(=O)[C@@]([C@@](C(=O)O)(O)C(C1=CC=CC=C1)=O)(O)C(=O)O (dibenzoyl-D-tartaric acid). Conditions: time 30 minute. Yields the product C(C1=CC=CC=C1)(=O)[C@@]([C@@](C(=O)O)(O)C(C1=CC=CC=C1)=O)(O)C(=O)O.N[C@@H]1C2=C(OC([C@H]1O)(C)C)C=CS2 (trans-7-amino-5,6-dihydro-6-hydroxy-5,5-dimethyl -7H-thieno[3,2-b]pyran dibenzoyl-D-tartrate). Yield: 43.3%. As a reaction SMILES: [NH2:1][CH:2]1[CH:7]([OH:8])[C:6]([CH3:10])([CH3:9])[O:5][C:4]2[CH:11]=[CH:12][S:13][C:3]1=2.[C:14]([C@:22]([C:37]([OH:39])=[O:38])([OH:36])[C@:23]([C:28](=[O:35])[C:29]1[CH:34]=[CH:33][CH:32]=[CH:31][CH:30]=1)([OH:27])[C:24]([OH:26])=[O:25])(=[O:21])[C:15]1[CH:20]=[CH:19][CH:18]=[CH:17][CH:16]=1>>[C:28]([C@:23]([C:24]([OH:26])=[O:25])([OH:27])[C@:22]([C:14](=[O:21])[C:15]1[CH:20]=[CH:19][CH:18]=[CH:17][CH:16]=1)([OH:36])[C:37]([OH:39])=[O:38])(=[O:35])[C:29]1[CH:34]=[CH:33][CH:32]=[CH:31][CH:30]=1.[NH2:1][C@H:2]1[C@H:7]([OH:8])[C:6]([CH3:9])([CH3:10])[O:5][C:4]2[CH:11]=[CH:12][S:13][C:3]1=2 |f:2.3|. Procedure: A solution of 7-amino-5,6-dihydro-6-hydroxy-5,5-dimethyl -7H-thieno[3,2-b]pyran (1.73 g, 9.69 mmol) was treated with dibenzoyl-D-tartaric acid (3.3 g, 8.69 mmol) and stirred at rt for 30 min. The mixture was concentrated in vacuo and recrystallized from ethanol to yield 2.1 g (43%) of trans-7-amino-5,6-dihydro-6-hydroxy-5,5-dimethyl -7H-thieno[3,2-b]pyran dibenzoyl-D-tartrate: mp 176°-177° C.; MS: m/z 200(MH+); aD 20°=+75.8° (MeOH) RXN SMILES: [CH3:33][CH2:34][OH:35].[CH:24]([N:25]([CH2:26][CH3:27])[CH:28]([CH3:29])[CH3:30])([CH3:31])[CH3:32].[F:1][c:2]1[c:3]([N+:11](=[O:12])[O-:13])[cH:4][c:5]([C:6](=[O:7])[OH:8])[cH:9][cH:10]1.[NH2:14][CH2:15][CH:16]([OH:17])[c:18]1[cH:19][cH:20][cH:21][cH:22][cH:23]1>>[c:2]1([NH:14][CH2:15][CH:16]([OH:17])[c:18]2[cH:19][cH:20][cH:21][cH:22][cH:23]2)[c:3]([N+:11](=[O:12])[O-:13])[cH:4][c:5]([C:6](=[O:7])[OH:8])[cH:9][cH:10]1. Starting materials: CCO, CCN(C(C)C)C(C)C, O=C(O)c1ccc(F)c([N+](=O)[O-])c1, NCC(O)c1ccccc1. The product is O=C(O)c1ccc(NCC(O)c2ccccc2)c([N+](=O)[O-])c1.